Dataset: the Open Reaction Database (ORD), a public repository of structured organic reaction records. Task: describe an organic reaction: reactants, conditions, products, and yield RXN SMILES: [Br:32][CH2:33][c:34]1[cH:35][c:36]2[cH:37][cH:38][cH:39][cH:40][c:41]2[cH:42][cH:43]1.[H-:31].[NH2:1][c:2]1[c:3]([C:28]#[N:29])[c:4](-[c:16]2[cH:17][c:18]([O:25][CH2:26][CH3:27])[cH:19][c:20]([O:22][CH2:23][CH3:24])[cH:21]2)[c:5]2[c:6]([n:7]([CH3:14])[c:8](=[O:13])[n:9]([CH3:12])[c:10]2=[O:11])[n:15]1.[Na+:30].[O:44]=[CH:45][N:46]([CH3:47])[CH3:48]>>[NH:1]([c:2]1[c:3]([C:28]#[N:29])[c:4](-[c:16]2[cH:17][c:18]([O:25][CH2:26][CH3:27])[cH:19][c:20]([O:22][CH2:23][CH3:24])[cH:21]2)[c:5]2[c:6]([n:7]([CH3:14])[c:8](=[O:13])[n:9]([CH3:12])[c:10]2=[O:11])[n:15]1)[CH2:33][c:34]1[cH:35][c:36]2[cH:37][cH:38][cH:39][cH:40][c:41]2[cH:42][cH:43]1. Product: CCOc1cc(OCC)cc(-c2c(C#N)c(NCc3ccc4ccccc4c3)nc3c2c(=O)n(C)c(=O)n3C)c1. The reactants are BrCc1ccc2ccccc2c1, [H-], CCOc1cc(OCC)cc(-c2c(C#N)c(N)nc3c2c(=O)n(C)c(=O)n3C)c1, [Na+], CN(C)C=O. Run in CCOC(=O)C (EtOAc), CN(C)C=O (DMF), C1CCOC1 (THF). Reaction conditions: time 1 day. Procedure details: DIPEA (32.7 mL, 188 mmol) and EDC (15.4 g, 80.5 mmol) were added to a solution of (R)-3-t-butoxycarbonylamino-4-phenylbutyric acid (15.0 g, 53.7 mmol), HOBt (7.3 g, 53.7 mmol), and hydroxylamine hydrochloride (7.5 g, 107 mmol) in DMF (150 mL). The mixture was stirred at room temperature for 1 day and then concentrated in vacuo to yield a pale yellow oil. The oil was distributed between 5% THF in EtOAc and IM phosphoric acid. The organic layer was collected and washed with 1M NaOH. The alkaline a... The yield is 6.3%. Product: C(C)(C)(C)OC(N[C@@H](CC(NO)=O)CC1=CC=CC=C1)=O (((R)-1-Benzyl-2-hydroxycarbamoylethyl)carbamic Acid t-Butyl Ester). The reactants are CCN(C(C)C)C(C)C (DIPEA), C(CCl)Cl (EDC), C(C)(C)(C)OC(=O)N[C@@H](CC(=O)O)CC1=CC=CC=C1 ((R)-3-t-butoxycarbonylamino-4-phenylbutyric acid), C=1C=CC2=C(C1)N=NN2O (HOBt), Cl.NO (hydroxylamine hydrochloride), P(O)(O)(O)=O (phosphoric acid). As a reaction SMILES: CCN(C(C)C)C(C)C.C(Cl)CCl.[C:14]([O:18][C:19]([NH:21][C@H:22]([CH2:27][C:28]1[CH:33]=[CH:32][CH:31]=[CH:30][CH:29]=1)[CH2:23][C:24](O)=[O:25])=[O:20])([CH3:17])([CH3:16])[CH3:15].C1C=CC2[N:42]([OH:43])N=NC=2C=1.Cl.NO.P(=O)(O)(O)O>CN(C=O)C.CCOC(C)=O.C1COCC1>[C:14]([O:18][C:19](=[O:20])[NH:21][C@H:22]([CH2:27][C:28]1[CH:33]=[CH:32][CH:31]=[CH:30][CH:29]=1)[CH2:23][C:24](=[O:25])[NH:42][OH:43])([CH3:17])([CH3:16])[CH3:15] |f:4.5|. Starting materials: C(C)C1=CC(=C(C=C1)O)CC(=C)C (4-ethyl-2-(2-methylallyl)phenol), O.C1(=CC=C(C=C1)S(=O)(=O)O)C (p-toluenesulfonic acid monohydrate). Run in C(Cl)(Cl)Cl (chloroform). The product is C(C)C=1C=CC2=C(CC(O2)(C)C)C1 (5-ethyl-2,2-dimethyl-2,3-dihydrobenzofuran). Reaction SMILES: [CH2:1]([C:3]1[CH:8]=[CH:7][C:6]([OH:9])=[C:5]([CH2:10][C:11]([CH3:13])=[CH2:12])[CH:4]=1)[CH3:2].O.C1(C)C=CC(S(O)(=O)=O)=CC=1>C(Cl)(Cl)Cl>[CH2:1]([C:3]1[CH:8]=[CH:7][C:6]2[O:9][C:11]([CH3:13])([CH3:12])[CH2:10][C:5]=2[CH:4]=1)[CH3:2] |f:1.2|. Reported procedure: A solution of 4-ethyl-2-(2-methylallyl)phenol (812) (4 g, 22.7 mmol), p-toluenesulfonic acid monohydrate (400 mg, 2.10 mmol), and chloroform (120 mL) was stirred overnight at room temperature. The reaction was concentrated in vacuo, and purified by flash column chromatography on silica gel eluting with hexanes and ethyl acetate to give 5-ethyl-2,2-dimethyl-2,3-dihydrobenzofuran (813). The reactants are Brc1ccc(C2OCCO2)cc1, C1CCOC1, COc1c(C)c(C=O)c(OC)c(OC)c1OC, [Mg], O. Product: COc1c(C)c(C(O)c2ccc(C3OCCO3)cc2)c(OC)c(OC)c1OC. RXN SMILES: [Br:18][c:19]1[cH:20][cH:21][c:22]([CH:25]2[O:26][CH2:27][CH2:28][O:29]2)[cH:23][cH:24]1.[CH2:32]1[O:33][CH2:34][CH2:35][CH2:36]1.[CH3:1][O:2][c:3]1[c:4]([CH:5]=[O:6])[c:7]([CH3:17])[c:8]([O:15][CH3:16])[c:9]([O:13][CH3:14])[c:10]1[O:11][CH3:12].[Mg:30].[OH2:31]>>[CH3:1][O:2][c:3]1[c:4]([CH:5]([OH:6])[c:19]2[cH:20][cH:21][c:22]([CH:25]3[O:26][CH2:27][CH2:28][O:29]3)[cH:23][cH:24]2)[c:7]([CH3:17])[c:8]([O:15][CH3:16])[c:9]([O:13][CH3:14])[c:10]1[O:11][CH3:12]. The reactants are O=C1NC(=O)c2ccccc21, [K], Cc1ccc(S(=O)(=O)OCC2CCOC2)cc1, CN(C)C=O, O. Yields the product O=C1c2ccccc2C(=O)N1CC1CCOC1. As a reaction SMILES: [C:18]1(=[O:28])[c:19]2[c:20]([cH:24][cH:25][cH:26][cH:27]2)[C:21](=[O:23])[NH:22]1.[K:29].[O:1]([S:2]([c:3]1[cH:4][cH:5][c:6]([CH3:7])[cH:8][cH:9]1)(=[O:10])=[O:11])[CH2:12][CH:13]1[CH2:14][O:15][CH2:16][CH2:17]1.[O:30]=[CH:31][N:32]([CH3:33])[CH3:34].[OH2:35]>>[CH2:12]([CH:13]1[CH2:14][O:15][CH2:16][CH2:17]1)[N:22]1[C:18](=[O:28])[c:19]2[c:20]([cH:24][cH:25][cH:26][cH:27]2)[C:21]1=[O:23]. Starting materials: FC1=C(C=CC(=C1)B1OC(C(O1)(C)C)(C)C)C=1C=NC(=NC1)N (5-(2-fluoro-4-(4,4,5,5-tetramethyl-1,3,2-dioxaborolan-2-yl)phenyl)pyrimidin-2-amine), BrC1=C(C=CC=C1)NS(=O)(=O)N1CCOCC1 (N-(2-bromophenyl)morpholine-4-sulfonamide). Product: NC1=NC=C(C=N1)C1=C(C=C(C=C1)C1=C(C=CC=C1)NS(=O)(=O)N1CCOCC1)F (N-[4′-(2-Aminopyrimidin-5-yl)-3′-fluorobiphenyl-2-yl]morpholine-4-sulfonamide). As a reaction SMILES: [F:1][C:2]1[CH:7]=[C:6](B2OC(C)(C)C(C)(C)O2)[CH:5]=[CH:4][C:3]=1[C:17]1[CH:18]=[N:19][C:20]([NH2:23])=[N:21][CH:22]=1.Br[C:25]1[CH:30]=[CH:29][CH:28]=[CH:27][C:26]=1[NH:31][S:32]([N:35]1[CH2:40][CH2:39][O:38][CH2:37][CH2:36]1)(=[O:34])=[O:33]>>[NH2:23][C:20]1[N:21]=[CH:22][C:17]([C:3]2[CH:4]=[CH:5][C:6]([C:25]3[CH:30]=[CH:29][CH:28]=[CH:27][C:26]=3[NH:31][S:32]([N:35]3[CH2:40][CH2:39][O:38][CH2:37][CH2:36]3)(=[O:34])=[O:33])=[CH:7][C:2]=2[F:1])=[CH:18][N:19]=1. Procedure details: The title compound was prepared in a manner similar to that described in Example 571 using 5-(2-fluoro-4-(4,4,5,5-tetramethyl-1,3,2-dioxaborolan-2-yl)phenyl)pyrimidin-2-amine and N-(2-bromophenyl)morpholine-4-sulfonamide. MS (ESI): mass calcd. for C20H20FN5O3S, 429.13; m/z found, 430.4 [M+H]+. 1H NMR (500 MHz, CD3OD) δ 8.63 (d, J=1.2, 2H), 7.70-7.54 (m, 2H), 7.48-7.25 (m, 5H), 3.70-3.55 (m, 4H), 3.05 (dd, J=5.7, 3.8, 4H). Reactants: COC(=O)c1c(Cl)cc(Cl)cc1NC(=O)C(C)c1ccc(OCc2ccccc2)c(Br)c1, C[Si](C)(C)[N-][Si](C)(C)C, CCCCCC, CCOC(C)=O, [Li+]. The product is CC1(c2ccc(OCc3ccccc3)c(Br)c2)C(=O)Nc2cc(Cl)cc(Cl)c2C1=O. RXN SMILES: [CH3:1][O:2][C:3]([c:4]1[c:5]([NH:12][C:13]([CH:14]([CH3:15])[c:16]2[cH:17][c:18]([Br:30])[c:19]([O:22][CH2:23][c:24]3[cH:25][cH:26][cH:27][cH:28][cH:29]3)[cH:20][cH:21]2)=[O:31])[cH:6][c:7]([Cl:11])[cH:8][c:9]1[Cl:10])=[O:32].[CH3:34][Si:35]([N-:36][Si:37]([CH3:38])([CH3:39])[CH3:40])([CH3:41])[CH3:42].[CH3:43][CH2:44][CH2:45][CH2:46][CH2:47][CH3:48].[CH3:49][CH2:50][O:51][C:52]([CH3:53])=[O:54].[Li+:33]>>[C:3]1(=[O:32])[c:4]2[c:5]([cH:6][c:7]([Cl:11])[cH:8][c:9]2[Cl:10])[NH:12][C:13](=[O:31])[C:14]1([CH3:15])[c:16]1[cH:17][c:18]([Br:30])[c:19]([O:22][CH2:23][c:24]2[cH:25][cH:26][cH:27][cH:28][cH:29]2)[cH:20][cH:21]1. The reactants are ClC=1C=C(C=CC1)C(F)(F)F (3-chlorobenzotrifluoride), [Al+3].[Cl-].[Cl-].[Cl-] (AlCl3), FC1=CC=CC=C1 (fluorobenzene). Product: ClC=1C=C(C=CC1)C(Cl)(Cl)C1=CC=C(C=C1)F (3-chlorophenyl-4-fluorophenyl-dichloromethane). As a reaction SMILES: [Cl:1][C:2]1[CH:3]=[C:4]([C:8](F)(F)F)[CH:5]=[CH:6][CH:7]=1.[Al+3].[Cl-:13].[Cl-:14].[Cl-].[F:16][C:17]1[CH:22]=[CH:21][CH:20]=[CH:19][CH:18]=1>>[Cl:1][C:2]1[CH:3]=[C:4]([C:8]([C:20]2[CH:21]=[CH:22][C:17]([F:16])=[CH:18][CH:19]=2)([Cl:14])[Cl:13])[CH:5]=[CH:6][CH:7]=1 |f:1.2.3.4|. Reported procedure: From 3-chlorobenzotrifluoride (180 mg, 1 mmol), AlCl3 (400 mg, 3 mmol) and fluorobenzene (96 mg, 1 mmol), light yellow oil (384 mg, 132% crude). Starting materials: FC=1C=C(C#N)C=CC1B1OC(C(O1)(C)C)(C)C (3-Fluoro-4-(4,4,5,5-tetramethyl-[1,3,2]dioxaborolan-2-yl)-benzonitrile), BrC=1C=C(C=NC1)C(NS(=O)(=O)CC)C1CC1 (N-((5-bromopyridin-3-yl)(cyclopropyl)methyl)ethanesulfonamide), C(=O)([O-])[O-].[Na+].[Na+] (Na2CO3). The reagents and catalysts are Cl[Pd]([P](C1=CC=CC=C1)(C2=CC=CC=C2)C3=CC=CC=C3)([P](C4=CC=CC=C4)(C5=CC=CC=C5)C6=CC=CC=C6)Cl (PdCl2(PPh3)2). Run in CN(C)C=O (DMF). Reaction conditions: temperature 100 celsius. Product: C(#N)C1=CC(=C(C=C1)C=1C=C(C=NC1)C(NS(=O)(=O)CC)C1CC1)F (N-((5-(4-cyano-2-fluorophenyl)pyridin-3-yl)(cyclopropyl)methyl)ethanesulfonamide). Yield: 55.6%. RXN SMILES: [F:1][C:2]1[CH:3]=[C:4]([CH:7]=[CH:8][C:9]=1B1OC(C)(C)C(C)(C)O1)[C:5]#[N:6].Br[C:20]1[CH:21]=[C:22]([CH:26]([CH:33]2[CH2:35][CH2:34]2)[NH:27][S:28]([CH2:31][CH3:32])(=[O:30])=[O:29])[CH:23]=[N:24][CH:25]=1.C([O-])([O-])=O.[Na+].[Na+]>CN(C=O)C.Cl[Pd](Cl)([P](C1C=CC=CC=1)(C1C=CC=CC=1)C1C=CC=CC=1)[P](C1C=CC=CC=1)(C1C=CC=CC=1)C1C=CC=CC=1>[C:5]([C:4]1[CH:7]=[CH:8][C:9]([C:20]2[CH:21]=[C:22]([CH:26]([CH:33]3[CH2:35][CH2:34]3)[NH:27][S:28]([CH2:31][CH3:32])(=[O:29])=[O:30])[CH:23]=[N:24][CH:25]=2)=[C:2]([F:1])[CH:3]=1)#[N:6] |f:2.3.4,^1:49,68|. Procedure: (General Suzuki reaction procedure 2) A mixture of 3-Fluoro-4-(4,4,5,5-tetramethyl-[1,3,2]dioxaborolan-2-yl)-benzonitrile (333 mg, 1.35 mmol), N-((5-bromopyridin-3-yl)(cyclopropyl)methyl)ethanesulfonamide (430 mg, 1.35 mmol), PdCl2(PPh3)2 (77 mg, 0.10 mmol) and Na2CO3 (2M in water, 1.35 mL, 2.70 mmol) in DMF(6 mL) heated at 100° C. under N2 for 2 h. The solvent was removed in vacuo, and the residue was purified by flash column (EtOAc/Heptane, v/v, 0-50%) to give the title compound (270 mg, 56% y...